The task is: describe an organic reaction: reactants, conditions, products, and yield. This data is from the Open Reaction Database (ORD), a public repository of structured organic reaction records. Starting materials: [Al+3], [H-], [H-], [H-], [H-], [Li+], C1CCOC1, CC[Si](CC)(CC)c1occ(C=O)c1-c1ccccc1. The product is CC[Si](CC)(CC)c1occ(CO)c1-c1ccccc1. RXN SMILES: [Al+3:2].[H-:1].[H-:4].[H-:5].[H-:6].[Li+:3].[O:27]1[CH2:28][CH2:29][CH2:30][CH2:31]1.[c:7]1(-[c:13]2[c:14]([Si:20]([CH2:21][CH3:22])([CH2:23][CH3:24])[CH2:25][CH3:26])[o:15][cH:16][c:17]2[CH:18]=[O:19])[cH:8][cH:9][cH:10][cH:11][cH:12]1>>[c:7]1(-[c:13]2[c:14]([Si:20]([CH2:21][CH3:22])([CH2:23][CH3:24])[CH2:25][CH3:26])[o:15][cH:16][c:17]2[CH2:18][OH:19])[cH:8][cH:9][cH:10][cH:11][cH:12]1. Conditions: time 18 hour. RXN SMILES: [C:1]([NH:4][C:5]1[CH:6]=[N:7][C:8]2[C:13]([CH:14]=1)=[CH:12][CH:11]=[CH:10][CH:9]=2)(=[O:3])[CH3:2].C(Cl)(Cl)Cl>C(O)(=O)C>[C:1]([NH:4][CH:5]1[CH2:14][C:13]2[C:8](=[CH:9][CH:10]=[CH:11][CH:12]=2)[NH:7][CH2:6]1)(=[O:3])[CH3:2]. Solvent: C(C)(=O)O (acetic acid). Procedure details: Borane-pyridine complex (320 mg, 3.5 mmol) was added to a solution of 3-acetamidoquinoline (320 mg, 1.7 mmol) in acetic acid (20 ml) and the mixture was stirred at room temperature for 18 h. Chloroform (150 ml) was added and the mixture was washed with 2N sodium hydroxide solution, water and brine. The organic phase was dried and reduced. Chromatography (80% EtOAc/20% 60-80 pet. ether) afforded 3-acetamido-1,2,3,4-tetrahydroquinoline (180 mg, 55%) as a pale yellow solid. Product: C(C)(=O)NC1CNC2=CC=CC=C2C1 (3-acetamido-1,2,3,4-tetrahydroquinoline). Isolated yield 55.7%. Starting materials: C(C)(=O)NC=1C=NC2=CC=CC=C2C1 (3-acetamidoquinoline), C(Cl)(Cl)Cl (Chloroform). RXN SMILES: [OH:1][C@H:2]1[C@H:7]([NH:8][C:9]2[CH2:13][CH2:12][C:11](=[O:14])[CH:10]=2)[C:6]2[CH:15]=[C:16]([C:19]#[N:20])[CH:17]=[CH:18][C:5]=2[O:4][C:3]1([CH3:22])[CH3:21].C1C=CC2C(C3C=CC(O)=CC=3)(C3C=CC(O)=CC=3)O[C:29](=[O:30])C=2C=1.C=O.[OH-].[Na+]>CC(C)=O.O>[OH:1][C@H:2]1[C@H:7]([NH:8][C:9]2[CH2:13][CH2:12][C:11](=[O:14])[C:10]=2[CH2:29][OH:30])[C:6]2[CH:15]=[C:16]([C:19]#[N:20])[CH:17]=[CH:18][C:5]=2[O:4][C:3]1([CH3:22])[CH3:21] |f:3.4|. Run in CC(=O)C (acetone), O (water). Conditions: time 5 hour. Reported procedure: 2,98 of the title compound of example 5 are dissolved in 150 ml of acetone and a drop of a phenolphtalein-solution and the solution is mixed with 2,5 ml of a 37% formaldehyde solution three times every hour. The pH-value of the solution is kept between 8 and 9 by controlled addition of 0,1 aq. sodium hydroxide-solution. After stirring during 5 hours the reaction solution is diluted with water and the organic components are extracted with dichloromethane. Usual work up yields white crystalls of t... The reactants are [OH-].[Na+] (sodium hydroxide), C=1C=CC2=C(C1)C(=O)OC2(C=3C=CC(=CC3)O)C=4C=CC(=CC4)O (phenolphtalein), C=O (formaldehyde), O[C@@H]1C(OC2=C([C@H]1NC1=CC(CC1)=O)C=C(C=C2)C#N)(C)C (trans-3,4-dihydro-3-hydroxy-2,2-dimethyl-4-(3-oxo-1-cyclopent-1-enylamino)-2H-1-benzopyran-6-carbonitrile). Product: O[C@@H]1C(OC2=C([C@H]1NC1=C(C(CC1)=O)CO)C=C(C=C2)C#N)(C)C (trans-3,4-dihydro-3-hydroxy-4-[N-(2-hydroxymethyl-3-oxo-cyclopent-1-enyl)amino]-2,2-dimethyl-2H-1-benzopyran-6-carbonitrile). The reactants are FC(C=1C=C(C=C(C1)C(F)(F)F)[C@@H](C)O[C@@H]1[C@H]([C@@H](CC1)C=O)C1=CC=C(C=C1)F)(F)F (1-(S)-(1-(R)-(3,5-Bis(trifluoromethyl)phenyl)ethoxy)-2-(R)-(4-fluorophenyl)-3-(R)-(formyl)cyclopentane), Cl.C(C)OC(=O)[C@H]1CNCCC1 ((R)-3-ethoxycarbonylpiperidine hydrochloride), CCN(C(C)C)C(C)C (DIPEA), C(C)(=O)O[BH-](OC(C)=O)OC(C)=O.[Na+] (sodium triacetoxyborohydride). Run in ClCCCl (1,2-dichloroethane). Conditions: time 10 minute. The product is FC(C=1C=C(C=C(C1)C(F)(F)F)[C@@H](C)O[C@@H]1[C@H]([C@@H](CC1)CN1C[C@@H](CCC1)C(=O)OCC)C1=CC=C(C=C1)F)(F)F (1-(S)-(1-(R)-(3,5-Bis(trifluoromethyl)phenyl)ethoxy)-2-(R)-(4-fluorophenyl)-3-(R)-(((R)-3-ethoxycarbonylpiperidin-1-yl)methyl)cyclopentane). The yield is 81.0%. Reaction SMILES: [F:1][C:2]([F:31])([F:30])[C:3]1[CH:4]=[C:5]([C@H:13]([O:15][C@H:16]2[CH2:20][CH2:19][C@@H:18]([CH:21]=O)[C@@H:17]2[C:23]2[CH:28]=[CH:27][C:26]([F:29])=[CH:25][CH:24]=2)[CH3:14])[CH:6]=[C:7]([C:9]([F:12])([F:11])[F:10])[CH:8]=1.Cl.[CH2:33]([O:35][C:36]([C@@H:38]1[CH2:43][CH2:42][CH2:41][NH:40][CH2:39]1)=[O:37])[CH3:34].CCN(C(C)C)C(C)C.C(O[BH-](OC(=O)C)OC(=O)C)(=O)C.[Na+]>ClCCCl>[F:31][C:2]([F:1])([F:30])[C:3]1[CH:4]=[C:5]([C@H:13]([O:15][C@H:16]2[CH2:20][CH2:19][C@@H:18]([CH2:21][N:40]3[CH2:41][CH2:42][CH2:43][C@@H:38]([C:36]([O:35][CH2:33][CH3:34])=[O:37])[CH2:39]3)[C@@H:17]2[C:23]2[CH:28]=[CH:27][C:26]([F:29])=[CH:25][CH:24]=2)[CH3:14])[CH:6]=[C:7]([C:9]([F:12])([F:11])[F:10])[CH:8]=1 |f:1.2,4.5|. Procedure details: To a solution of 9.8 g (22 mmole) of 1-(S)-(1-(R)-(3,5-bis(trifluoromethyl)phenyl)ethoxy)-2-(R)-(4-fluorophenyl)-3-(R)-(formyl)cyclopentane from Step A in 100 mL of 1,2-dichloroethane was added 8.7 g (28 mmole) of (R)-3-ethoxycarbonylpiperidine hydrochloride and 4.9 mL (28 mmole) of DIPEA. After stirring at room temperature for 10 minutes, 9.2 g (44 mmole) of sodium triacetoxyborohydride was added. The reaction was stirred for 16 hours. The reaction was quenched with sat'd sodium bicarbonate and... The reactants are COCCO, CCCOc1ccc(-c2ccc(Cl)nn2)cc1OC, NC(N)=S, O. Product: CCCOc1ccc(-c2ccc(=S)[nH]n2)cc1OC. RXN SMILES: [CH3:24][O:25][CH2:26][CH2:27][OH:28].[Cl:1][c:2]1[n:3][n:4][c:5](-[c:8]2[cH:9][c:10]([O:18][CH3:19])[c:11]([O:14][CH2:15][CH2:16][CH3:17])[cH:12][cH:13]2)[cH:6][cH:7]1.[NH2:20][C:21]([NH2:22])=[S:23].[OH2:29]>>[c:2]1(=[S:23])[nH:3][n:4][c:5](-[c:8]2[cH:9][c:10]([O:18][CH3:19])[c:11]([O:14][CH2:15][CH2:16][CH3:17])[cH:12][cH:13]2)[cH:6][cH:7]1. Reactants: CC(=O)Nc1ccc(C(=O)O)cc1, Cl, CN(C(=O)N(C)C1CNCC1c1ccc(F)cc1)c1cc(C(F)(F)F)cc(C(F)(F)F)c1. Product: CC(=O)Nc1ccc(C(=O)N2CC(c3ccc(F)cc3)C(N(C)C(=O)N(C)c3cc(C(F)(F)F)cc(C(F)(F)F)c3)C2)cc1. As a reaction SMILES: [C:34]([CH3:35])(=[O:36])[NH:37][c:38]1[cH:39][cH:40][c:41]([C:42](=[O:43])[OH:44])[cH:45][cH:46]1.[ClH:1].[F:2][C:3]([c:4]1[cH:5][c:6]([N:14]([C:15](=[O:16])[N:17]([CH3:18])[CH:19]2[CH2:20][NH:21][CH2:22][CH:23]2[c:24]2[cH:25][cH:26][c:27]([F:30])[cH:28][cH:29]2)[CH3:31])[cH:7][c:8]([C:10]([F:11])([F:12])[F:13])[cH:9]1)([F:32])[F:33]>>[F:2][C:3]([c:4]1[cH:5][c:6]([N:14]([C:15](=[O:16])[N:17]([CH3:18])[CH:19]2[CH2:20][N:21]([C:42]([c:41]3[cH:40][cH:39][c:38]([NH:37][C:34]([CH3:35])=[O:36])[cH:46][cH:45]3)=[O:43])[CH2:22][CH:23]2[c:24]2[cH:25][cH:26][c:27]([F:30])[cH:28][cH:29]2)[CH3:31])[cH:7][c:8]([C:10]([F:11])([F:12])[F:13])[cH:9]1)([F:32])[F:33]. Reactants: O1CC[C@H](C2=CC=CC=C12)NC(=O)[C@H]1N(CC2=CC(=CC=C2C1)[C@@H]1CN([C@@H](C1)C(N[C@@H]1CCCC2=CC=CC=C12)=O)C([C@H](C(C)(C)C)NC([C@H](C)NC)=O)=O)C([C@H](C(C)(C)C)NC([C@H](C)NC)=O)=O ((S)—N—((R)-Chroman-4-yl)-2-((S)-3,3-dimethyl-2-((S)-2-(methylamino)propanamido)butanoyl)-7-((3R,5S)-1-((S)-3,3-dimethyl-2-((S)-2-(methylamino)propanamido)butanoyl)-5-(((R)-1,2,3,4-tetrahydronaphthalen-1-yl)carbamoyl)pyrrolidin-3-yl)-1,2,3,4-tetrahydroisoquinoline-3-carboxamide), O1CC[C@H](C2=CC=CC=C12)NC(=O)[C@H]1N(CC2=CC(=CC=C2C1)[C@@H]1CN([C@@H](C1)C(N[C@@H]1CCCC2=CC=CC=C12)=O)C([C@H](C(C)(C)C)NC([C@H](C)NC)=O)=O)C([C@H](C(C)(C)C)NC([C@H](C)NC)=O)=O ((S)—N—((R)-Chroman-4-yl)-2-((S)-3,3-dimethyl-2-((S)-2-(methylamino)propanamido)butanoyl)-7-((3R,5S)-1-((S)-3,3-dimethyl-2-((S)-2-(methylamino)propanamido)butanoyl)-5-(((R)-1,2,3,4-tetrahydronaphthalen-1-yl)carbamoyl)pyrrolidin-3-yl)-1,2,3,4-tetrahydroisoquinoline-3-carboxamide), CC1=NC(=NO1)[C@H](CC1=CC=CC=C1)N ((S)-1-(5-methyl-1,2,4-oxadiazol-3-yl)-2-phenylethanamine), C(=O)(C(F)(F)F)O (TFA). Product: CC([C@@H](C(=O)N1CC2=CC(=CC=C2C[C@H]1C(=O)N[C@@H](CC1=CC=CC=C1)C1=NOC(=N1)C)[C@@H]1CN([C@@H](C1)C(N[C@@H]1CCCC2=CC=CC=C12)=O)C([C@H](C(C)(C)C)NC([C@H](C)NC)=O)=O)NC([C@H](C)NC)=O)(C)C ((S)-2-((S)-3,3-Dimethyl-2-((S)-2-(methylamino)propanamido)butanoyl)-7-((3R,5S)-1-((S)-3,3-dimethyl-2-((S)-2-(methylamino)propanamido)butanoyl)-5-(((R)-1,2,3,4-tetrahydronaphthalen-1-yl)carbamoyl)pyrrolidin-3-yl)-N—((S)-1-(5-methyl-1,2,4-oxadiazol-3-yl)-2-phenylethyl)-1,2,3,4-tetrahydroisoquinoline-3-carboxamide). Yield: 33.0%. RXN SMILES: O1C2C(=CC=CC=2)[C@H](N[C:12]([C@@H:14]2[CH2:23][C:22]3[C:17](=[CH:18][C:19]([C@H:24]4[CH2:28][C@@H:27]([C:29](=[O:41])[NH:30][C@H:31]5[C:40]6[C:35](=[CH:36][CH:37]=[CH:38][CH:39]=6)[CH2:34][CH2:33][CH2:32]5)[N:26]([C:42](=[O:55])[C@@H:43]([NH:48][C:49](=[O:54])[C@@H:50]([NH:52][CH3:53])[CH3:51])[C:44]([CH3:47])([CH3:46])[CH3:45])[CH2:25]4)=[CH:20][CH:21]=3)[CH2:16][N:15]2[C:56](=[O:69])[C@@H:57]([NH:62][C:63](=[O:68])[C@@H:64]([NH:66][CH3:67])[CH3:65])[C:58]([CH3:61])([CH3:60])[CH3:59])=[O:13])CC1.[CH3:70][C:71]1[O:75][N:74]=[C:73]([C@@H:76]([NH2:84])[CH2:77][C:78]2[CH:83]=[CH:82][CH:81]=[CH:80][CH:79]=2)[N:72]=1.C(O)(C(F)(F)F)=O>>[CH3:61][C:58]([CH3:59])([CH3:60])[C@H:57]([NH:62][C:63](=[O:68])[C@@H:64]([NH:66][CH3:67])[CH3:65])[C:56]([N:15]1[C@H:14]([C:12]([NH:84][C@H:76]([C:73]2[N:72]=[C:71]([CH3:70])[O:75][N:74]=2)[CH2:77][C:78]2[CH:83]=[CH:82][CH:81]=[CH:80][CH:79]=2)=[O:13])[CH2:23][C:22]2[C:17](=[CH:18][C:19]([C@H:24]3[CH2:28][C@@H:27]([C:29](=[O:41])[NH:30][C@H:31]4[C:40]5[C:35](=[CH:36][CH:37]=[CH:38][CH:39]=5)[CH2:34][CH2:33][CH2:32]4)[N:26]([C:42](=[O:55])[C@@H:43]([NH:48][C:49](=[O:54])[C@@H:50]([NH:52][CH3:53])[CH3:51])[C:44]([CH3:45])([CH3:46])[CH3:47])[CH2:25]3)=[CH:20][CH:21]=2)[CH2:16]1)=[O:69]. Procedure: Following procedures analogous to those described for the preparation of Example 33, (S)-2-(tert-butoxycarbonyl)-7-((3R,5S)-1-(tert-butoxycarbonyl)-5-(((R)-1,2,3,4-tetrahydronaphthalen-1-yl)carbamoyl)pyrrolidin-3-yl)-1,2,3,4-tetrahydroisoquinoline-3-carboxylic acid (Compound F of Example 33, 60 mg, 0.10 mmol) and (S)-1-(5-methyl-1,2,4-oxadiazol-3-yl)-2-phenylethanamine, TFA (31 mg, 0.10 mmol) were converted to the title compound (34 mg, 33% over 6 steps). MS (ESI+) m/z 1001.7 (M+H)+. Reactants: Cl, [Na+], [OH-], O, NC(=O)C1(Nc2cccc(C(F)(F)F)c2)CCN(Cc2ccccc2)CC1. Yields the product O=C(O)C1(Nc2cccc(C(F)(F)F)c2)CCN(Cc2ccccc2)CC1. As a reaction SMILES: [ClH:1].[Na+:30].[OH-:29].[OH2:31].[c:2]1([CH2:8][N:9]2[CH2:10][CH2:11][C:12]([C:15](=[O:16])[NH2:17])([NH:18][c:19]3[cH:20][c:21]([C:25]([F:26])([F:27])[F:28])[cH:22][cH:23][cH:24]3)[CH2:13][CH2:14]2)[cH:3][cH:4][cH:5][cH:6][cH:7]1>>[c:2]1([CH2:8][N:9]2[CH2:10][CH2:11][C:12]([C:15]([OH:16])=[O:29])([NH:18][c:19]3[cH:20][c:21]([C:25]([F:26])([F:27])[F:28])[cH:22][cH:23][cH:24]3)[CH2:13][CH2:14]2)[cH:3][cH:4][cH:5][cH:6][cH:7]1.